This data is from the Open Reaction Database (ORD), a public repository of structured organic reaction records. The task is: describe an organic reaction: reactants, conditions, products, and yield Starting materials: OBO, CC(C)(C)OC(=O)N1CCN(c2nccnc2Cl)CC1, O=C([O-])[O-], COCc1ccccc1, COCCOC, [K+], [K+], [Pd], c1ccc(P(c2ccccc2)c2ccccc2)cc1, c1ccc(P(c2ccccc2)c2ccccc2)cc1, c1ccc(P(c2ccccc2)c2ccccc2)cc1, c1ccc(P(c2ccccc2)c2ccccc2)cc1. The product is COCc1ccc(-c2nccnc2N2CCN(C(=O)OC(C)(C)C)CC2)cc1. Reaction SMILES: [BH:21]([OH:22])[OH:23].[C:1]([CH3:2])([CH3:3])([CH3:4])[O:5][C:6](=[O:7])[N:8]1[CH2:9][CH2:10][N:11]([c:14]2[n:15][cH:16][cH:17][n:18][c:19]2[Cl:20])[CH2:12][CH2:13]1.[C:33](=[O:34])([O-:35])[O-:36].[CH3:24][O:25][CH2:26][c:27]1[cH:28][cH:29][cH:30][cH:31][cH:32]1.[CH3:39][O:40][CH2:41][CH2:42][O:43][CH3:44].[K+:37].[K+:38].[Pd:45].[c:103]1([P:104]([c:105]2[cH:106][cH:107][cH:108][cH:109][cH:110]2)[c:111]2[cH:112][cH:113][cH:114][cH:115][cH:116]2)[cH:117][cH:118][cH:119][cH:120][cH:121]1.[c:46]1([P:47]([c:48]2[cH:49][cH:50][cH:51][cH:52][cH:53]2)[c:54]2[cH:55][cH:56][cH:57][cH:58][cH:59]2)[cH:60][cH:61][cH:62][cH:63][cH:64]1.[c:65]1([P:66]([c:67]2[cH:68][cH:69][cH:70][cH:71][cH:72]2)[c:73]2[cH:74][cH:75][cH:76][cH:77][cH:78]2)[cH:79][cH:80][cH:81][cH:82][cH:83]1.[c:84]1([P:85]([c:86]2[cH:87][cH:88][cH:89][cH:90][cH:91]2)[c:92]2[cH:93][cH:94][cH:95][cH:96][cH:97]2)[cH:98][cH:99][cH:100][cH:101][cH:102]1>>[C:1]([CH3:2])([CH3:3])([CH3:4])[O:5][C:6](=[O:7])[N:8]1[CH2:9][CH2:10][N:11]([c:14]2[n:15][cH:16][cH:17][n:18][c:19]2-[c:30]2[cH:29][cH:28][c:27]([CH2:26][O:25][CH3:24])[cH:32][cH:31]2)[CH2:12][CH2:13]1.